This data is from the Open Reaction Database (ORD), a public repository of structured organic reaction records. The task is: describe an organic reaction: reactants, conditions, products, and yield The reactants are ClC=1C=C([N+](=CC1F)[O-])C (4-Chloro-5-fluoro-2-picoline-N-oxide), C([O-])([O-])=O.[K+].[K+] (potassium carbonate). The reagents and catalysts are [Fe] (Iron). The solvent is C(C)(=O)O (acetic acid). Reaction conditions: time 10 minute. Product: ClC1=CC(=NC=C1F)C (4-Chloro-5-fluoro-2-picoline). Yield: 142.1%. Reaction SMILES: [Cl:1][C:2]1[CH:3]=[C:4]([CH3:10])[N+:5]([O-])=[CH:6][C:7]=1[F:8].C(=O)([O-])[O-].[K+].[K+]>C(O)(=O)C.[Fe]>[Cl:1][C:2]1[C:7]([F:8])=[CH:6][N:5]=[C:4]([CH3:10])[CH:3]=1 |f:1.2.3|. Procedure: 4-Chloro-5-fluoro-2-picoline-N-oxide (12.43 g, 76.93 mmol), from Step 7, was dissolved in 52 mL of glacial acetic acid in a 3-necked flask equiped with a mechanical stirrer, a condenser and a thermometer. Iron powder (6.45 g, 115.5 mmol) was added to the solution at ambient temperature and the reaction mixture was carefully heated to 35°-40° C. After 10 min at 30° C., an exothermic reaction took place which caused the reaction temperature to rise to 120° C. and the reaction mixture became a very... The reactants are COC, CC(C)=O, O=C(Cl)CCC(F)(F)C(F)(F)C(F)(F)C(F)(F)C(F)(F)C(F)(F)C(F)(F)C(F)(F)F, [N-]=[N+]=[N-], [Na+], O. Product: [N-]=[N+]=NC(=O)CCC(F)(F)C(F)(F)C(F)(F)C(F)(F)C(F)(F)C(F)(F)C(F)(F)C(F)(F)F. As a reaction SMILES: [CH3:36][O:37][CH3:38].[CH3:39][C:40](=[O:41])[CH3:42].[F:6][C:7]([C:8]([C:9]([C:10]([C:11]([C:12]([C:13]([C:14]([F:15])([F:16])[F:17])([F:18])[F:19])([F:20])[F:21])([F:22])[F:23])([F:24])[F:25])([F:26])[F:27])([F:28])[F:29])([CH2:30][CH2:31][C:32](=[O:33])[Cl:34])[F:35].[N-:2]=[N+:3]=[N-:4].[Na+:1].[OH2:5]>>[N:2](=[N+:3]=[N-:4])[C:32]([CH2:31][CH2:30][C:7]([F:6])([C:8]([C:9]([C:10]([C:11]([C:12]([C:13]([C:14]([F:15])([F:16])[F:17])([F:18])[F:19])([F:20])[F:21])([F:22])[F:23])([F:24])[F:25])([F:26])[F:27])([F:28])[F:29])[F:35])=[O:33]. Product: FC1=C(C=CC(=C1F)OCCCCCCC(C(C(C(F)(F)F)(F)F)(F)F)(F)F)C1=CC=C(C=C1)C(=O)O (2′,3′-Difluoro-4′-(7,7,8,8,9,9,10,10,10-nonafluoro-decyloxy)-biphenyl-4-carboxylic Acid). Starting materials: C(C)OC(=O)C1=CC=C(C=C1)C1=C(C(=C(C=C1)OCCCCCCC(C(C(C(F)(F)F)(F)F)(F)F)(F)F)F)F (2′,3′-Difluoro-4′-(7,7,8,8,9,9,10,10,10-nonafluoro-decyloxy)-biphenyl-4-carboxylic Acid Ethyl Ester), FC1=C(C=CC(=C1F)OCCCCC(C(C(C(F)(F)F)(F)F)(F)F)(F)F)C1=CC=C(C=C1)C(=O)O (2′,3′-difluoro-4′-(5,5,6,6,7,7,8,8,8-nonafluoro-octyloxy)-biphenyl-4-carboxylic acid). RXN SMILES: C([O:3][C:4]([C:6]1[CH:11]=[CH:10][C:9]([C:12]2[CH:17]=[CH:16][C:15]([O:18][CH2:19][CH2:20][CH2:21][CH2:22][CH2:23][CH2:24][C:25]([F:37])([F:36])[C:26]([F:35])([F:34])[C:27]([F:33])([F:32])[C:28]([F:31])([F:30])[F:29])=[C:14]([F:38])[C:13]=2[F:39])=[CH:8][CH:7]=1)=[O:5])C.FC1C(F)=C(OCCCCC(F)(F)C(F)(F)C(F)(F)C(F)(F)F)C=CC=1C1C=CC(C(O)=O)=CC=1>>[F:39][C:13]1[C:14]([F:38])=[C:15]([O:18][CH2:19][CH2:20][CH2:21][CH2:22][CH2:23][CH2:24][C:25]([F:36])([F:37])[C:26]([F:34])([F:35])[C:27]([F:32])([F:33])[C:28]([F:31])([F:29])[F:30])[CH:16]=[CH:17][C:12]=1[C:9]1[CH:10]=[CH:11][C:6]([C:4]([OH:5])=[O:3])=[CH:7][CH:8]=1. Procedure details: 2′,3′-Difluoro-4′-(7,7,8,8,9,9,10,10,10-nonafluoro-decyloxy)-biphenyl-4-carboxylic acid (14B) was prepared from 2′,3′-difluoro-4′-(7,7,8,8,9,9,10,10,10-nonafluoro-decyloxy)-biphenyl-4-carboxylic acid ethyl ester (13B) as described in the preparation 2′,3′-difluoro-4′-(5,5,6,6,7,7,8,8,8-nonafluoro-octyloxy)-biphenyl-4-carboxylic acid (14 A) yielding 2′,3′-difluoro-4′-(7,7,8,8,9,9,10,10,10-nonafluoro-decyloxy)-biphenyl-4-carboxylic acid (14B) as a white solid (88%). Yield: 88.0%.